From a dataset of the Open Reaction Database (ORD), a public repository of structured organic reaction records. describe an organic reaction: reactants, conditions, products, and yield Reactants: Br, CC(=O)O, CC(C)n1nc(-c2c[n+]([O-])c(N)c(C#N)n2)ccc1=O, C1COCCO1. Product: CC(C)n1nc(-c2c[n+]([O-])c(N)c(C(N)=O)n2)ccc1=O. Reaction SMILES: [BrH:27].[C:28]([OH:29])(=[O:30])[CH3:31].[NH2:1][c:2]1[c:3]([C:19]#[N:20])[n:4][c:5](-[c:9]2[n:10][n:11]([CH:16]([CH3:17])[CH3:18])[c:12](=[O:15])[cH:13][cH:14]2)[cH:6][n+:7]1[O-:8].[O:21]1[CH2:22][CH2:23][O:24][CH2:25][CH2:26]1>>[NH2:1][c:2]1[c:3]([C:19]([NH2:20])=[O:21])[n:4][c:5](-[c:9]2[n:10][n:11]([CH:16]([CH3:17])[CH3:18])[c:12](=[O:15])[cH:13][cH:14]2)[cH:6][n+:7]1[O-:8]. Reactants: BrBr (bromine), C(C)(=O)C=1C=CC(=C(C1)S(=O)(=O)N)Cl (5-acetyl-2-chlorobenzenesulphonamide), BrBr (bromine). Run in C(C)(=O)O (acetic acid), C(C)(=O)O (acetic acid). Conditions: time 30 minute. The product is BrCC(=O)C=1C=CC(=C(C1)S(=O)(=O)N)Cl (5-(2-Bromoacetyl)-2-chlorobenzenesulphonamide). RXN SMILES: [C:1]([C:4]1[CH:5]=[CH:6][C:7]([Cl:14])=[C:8]([S:10]([NH2:13])(=[O:12])=[O:11])[CH:9]=1)(=[O:3])[CH3:2].[Br:15]Br>C(O)(=O)C>[Br:15][CH2:2][C:1]([C:4]1[CH:5]=[CH:6][C:7]([Cl:14])=[C:8]([S:10]([NH2:13])(=[O:12])=[O:11])[CH:9]=1)=[O:3]. Procedure details: A solution of 5-acetyl-2-chlorobenzenesulphonamide (4.7 g) in glacial acetic acid (100 ml) was treated with bromine (3.2 g) in glacial acetic acid (20 ml), added dropwise with vigorous stirring at 50°. After an initial induction period of 5 minutes the colour of bromine was discharged. The addition took 30 minutes. The resulting solution was stirred for 15 minutes before removing the acetic acid under reduced pressure. The resulting white solid was dissolved in acetone (30 ml), diluted with benz... Reactants: CCCCC1(C(O)c2ccc(Cl)c(Cl)c2)CCCN1C(=O)OC(C)(C)C, CC(=O)OI1(OC(C)=O)(OC(C)=O)OC(=O)c2ccccc21, ClCCl. Product: CCCCC1(C(=O)c2ccc(Cl)c(Cl)c2)CCCN1C(=O)OC(C)(C)C. RXN SMILES: [C:1]([CH3:2])([CH3:3])([CH3:4])[O:5][C:6](=[O:7])[N:8]1[C:9]([CH:13]([OH:14])[c:15]2[cH:16][c:17]([Cl:22])[c:18]([Cl:21])[cH:19][cH:20]2)([CH2:23][CH2:24][CH2:25][CH3:26])[CH2:10][CH2:11][CH2:12]1.[CH3:27][C:28]([O:29][I:30]1([O:40][C:41]([CH3:42])=[O:43])([O:44][C:45]([CH3:46])=[O:47])[c:31]2[c:32]([cH:33][cH:34][cH:35][cH:36]2)[C:37](=[O:38])[O:39]1)=[O:48].[Cl:49][CH2:50][Cl:51]>>[C:1]([CH3:2])([CH3:3])([CH3:4])[O:5][C:6](=[O:7])[N:8]1[C:9]([C:13](=[O:14])[c:15]2[cH:16][c:17]([Cl:22])[c:18]([Cl:21])[cH:19][cH:20]2)([CH2:23][CH2:24][CH2:25][CH3:26])[CH2:10][CH2:11][CH2:12]1.